This data is from the Open Reaction Database (ORD), a public repository of structured organic reaction records. The task is: describe an organic reaction: reactants, conditions, products, and yield Starting materials: C1CCOC1, COc1ccc(C=NC(c2ccc(Cl)nc2)(c2ccc3[nH]c(=O)cc(-c4cccc(Cl)c4)c3c2)c2cncn2C)cc1. Product: COc1ccc(C=NC(c2ccc(Cl)nc2)(c2ccc3c(c2)c(-c2cccc(Cl)c2)cc(=O)n3CC2CC2)c2cncn2C)cc1. Reaction SMILES: [CH2:43]1[CH2:44][CH2:45][CH2:46][O:47]1.[Cl:1][c:2]1[cH:3][c:4](-[c:8]2[cH:9][c:10](=[O:42])[nH:11][c:12]3[cH:13][cH:14][c:15]([C:18]([c:19]4[n:20]([CH3:24])[cH:21][n:22][cH:23]4)([N:25]=[CH:26][c:27]4[cH:28][cH:29][c:30]([O:33][CH3:34])[cH:31][cH:32]4)[c:35]4[cH:36][n:37][c:38]([Cl:41])[cH:39][cH:40]4)[cH:16][c:17]23)[cH:5][cH:6][cH:7]1>>[Cl:1][c:2]1[cH:3][c:4](-[c:8]2[cH:9][c:10](=[O:42])[n:11]([CH2:43][CH:44]3[CH2:45][CH2:46]3)[c:12]3[cH:13][cH:14][c:15]([C:18]([c:19]4[n:20]([CH3:24])[cH:21][n:22][cH:23]4)([N:25]=[CH:26][c:27]4[cH:28][cH:29][c:30]([O:33][CH3:34])[cH:31][cH:32]4)[c:35]4[cH:36][n:37][c:38]([Cl:41])[cH:39][cH:40]4)[cH:16][c:17]23)[cH:5][cH:6][cH:7]1. Starting materials: Cc1cc(Br)ccn1, Cc1ccccc1, [Cu]I, [K+], [K+], O=C([O-])[O-], c1cnc2c(c1)ccc1cccnc12, c1cn[nH]c1. Yields the product Cc1cc(-n2cccn2)ccn1. RXN SMILES: [Br:1][c:2]1[cH:3][c:4]([CH3:8])[n:5][cH:6][cH:7]1.[CH3:34][c:35]1[cH:36][cH:37][cH:38][cH:39][cH:40]1.[Cu:41][I:42].[K+:28].[K+:29].[O-:30][C:31]([O-:32])=[O:33].[cH:14]1[cH:15][c:16]2[cH:17][cH:18][c:19]3[c:20]([c:21]2[n:22][cH:23]1)[n:24][cH:25][cH:26][cH:27]3.[nH:9]1[n:10][cH:11][cH:12][cH:13]1>>[c:2]1(-[n:9]2[n:10][cH:11][cH:12][cH:13]2)[cH:3][c:4]([CH3:8])[n:5][cH:6][cH:7]1. Procedure: To a mixture of 4-ethyl-2-nitrophenol (5.5 g, 0.032 mol) in ethanol (180 mL) and water (90 mL) was added sodium thiosulfate (23 g, 0.131 mol) at room temperature. The heterogeneous mixture was stirred at 80° C. under an atmosphere of nitrogen for 16 hour. The reaction mixture was cooled to room temperature, and ethanol was removed under reduced pressure. The aqueous layer was extracted with ethyl acetate (3×100 mL), and the organic layer was washed with brine and dried under sodium sulfate. The ... Run at temperature 80 celsius, time 16 hour. The product is NC1=C(C=CC(=C1)CC)O (2-amino-4-ethylphenol). Reactants: C(C)C1=CC(=C(C=C1)O)[N+](=O)[O-] (4-ethyl-2-nitrophenol), S(=S)(=O)([O-])[O-].[Na+].[Na+] (sodium thiosulfate). As a reaction SMILES: [CH2:1]([C:3]1[CH:8]=[CH:7][C:6]([OH:9])=[C:5]([N+:10]([O-])=O)[CH:4]=1)[CH3:2].S([O-])([O-])(=O)=S.[Na+].[Na+]>C(O)C.O>[NH2:10][C:5]1[CH:4]=[C:3]([CH2:1][CH3:2])[CH:8]=[CH:7][C:6]=1[OH:9] |f:1.2.3|. The yield is 18.8%. Solvent: C(C)O (ethanol), O (water). Starting materials: CC(C)(C)OC(=O)NN=Cc1ccc(-c2ccccn2)cc1, CC(C)(C)OC(=O)OC(=O)OC(C)(C)C, Cc1ccc(-c2ccccn2)cc1, NN=Cc1ccc(-c2ccccn2)cc1. The product is NN=Cc1ccc(-c2ccccn2)cc1, O=Cc1ccc(-c2ccccn2)cc1. Reaction SMILES: [C:14]([CH3:17])([O:18][C:15](=[O:16])[NH:21][N:22]=[CH:23][c:24]1[cH:25][cH:26][c:27](-[c:30]2[n:31][cH:32][cH:33][cH:34][cH:35]2)[cH:28][cH:29]1)([CH3:19])[CH3:20].[CH3:51][C:52]([O:53][C:54]([O:55][C:56]([O:57][C:58]([CH3:59])([CH3:60])[CH3:61])=[O:62])=[O:63])([CH3:64])[CH3:65].[c:1]1([CH3:13])[cH:2][cH:3][c:4](-[c:7]2[n:8][cH:9][cH:10][cH:11][cH:12]2)[cH:5][cH:6]1.[n:36]1[cH:37][cH:38][cH:39][cH:40][c:41]1-[c:42]1[cH:43][cH:44][c:45]([CH:46]=[N:47][NH2:48])[cH:49][cH:50]1>>[NH2:21][N:22]=[CH:23][c:24]1[cH:25][cH:26][c:27](-[c:30]2[n:31][cH:32][cH:33][cH:34][cH:35]2)[cH:28][cH:29]1.[c:1]1([CH:13]=[O:18])[cH:2][cH:3][c:4](-[c:7]2[n:8][cH:9][cH:10][cH:11][cH:12]2)[cH:5][cH:6]1. Reactants: OCCCBr, O=C([O-])[O-], CO, CC#N, ClCCl, [K+], [K+], CC(C)(C)OC(=O)N1CCNCC1. Product: CC(C)(C)OC(=O)N1CCN(CCCO)CC1. Reaction SMILES: [Br:14][CH2:15][CH2:16][CH2:17][OH:18].[C:19](=[O:20])([O-:21])[O-:22].[CH3:25][OH:26].[CH3:27][C:28]#[N:29].[Cl:30][CH2:31][Cl:32].[K+:23].[K+:24].[N:1]1([C:7](=[O:8])[O:9][C:10]([CH3:11])([CH3:12])[CH3:13])[CH2:2][CH2:3][NH:4][CH2:5][CH2:6]1>>[N:1]1([C:7](=[O:8])[O:9][C:10]([CH3:11])([CH3:12])[CH3:13])[CH2:2][CH2:3][N:4]([CH2:15][CH2:16][CH2:17][OH:18])[CH2:5][CH2:6]1. The reactants are S(=O)(Cl)Cl (thionyl chloride), C(C1=CC=CC=C1)OC=1C=C2C(=C(N(C(C2=CC1)=O)CC(C)C)CO)C1=CC(=CC=C1)F (6-benzyloxy-4-(3-fluorophenyl)-3-hydroxymethyl-2-isobutyl-1(2H)-isoquinolinone), C(O)([O-])=O.[Na+] (sodium hydrogencarbonate). The solvent is C1(=CC=CC=C1)C (toluene). Product: C(C1=CC=CC=C1)OC=1C=C2C(=C(N(C(C2=CC1)=O)CC(C)C)CCl)C1=CC(=CC=C1)F (6-benzyloxy-3-chloromethyl-4-(3-fluorophenyl)-2-isobutyl-1(2H)-isoquinolinone). Yield: 91.6%. Reaction SMILES: [CH2:1]([O:8][C:9]1[CH:10]=[C:11]2[C:16](=[CH:17][CH:18]=1)[C:15](=[O:19])[N:14]([CH2:20][CH:21]([CH3:23])[CH3:22])[C:13]([CH2:24]O)=[C:12]2[C:26]1[CH:31]=[CH:30][CH:29]=[C:28]([F:32])[CH:27]=1)[C:2]1[CH:7]=[CH:6][CH:5]=[CH:4][CH:3]=1.S(Cl)([Cl:35])=O.C(=O)([O-])O.[Na+]>C1(C)C=CC=CC=1>[CH2:1]([O:8][C:9]1[CH:10]=[C:11]2[C:16](=[CH:17][CH:18]=1)[C:15](=[O:19])[N:14]([CH2:20][CH:21]([CH3:23])[CH3:22])[C:13]([CH2:24][Cl:35])=[C:12]2[C:26]1[CH:31]=[CH:30][CH:29]=[C:28]([F:32])[CH:27]=1)[C:2]1[CH:7]=[CH:6][CH:5]=[CH:4][CH:3]=1 |f:2.3|. Procedure details: To a suspension of 6-benzyloxy-4-(3-fluorophenyl)-3-hydroxymethyl-2-isobutyl-1(2H)-isoquinolinone (3.88 g, 9 mmol) in toluene (30 mL) was added thionyl chloride (1.3 mL, 18 mmol). The obtained mixture was refluxed under heating for 2 h. The reaction mixture was poured into saturated aqueous sodium hydrogencarbonate solution and extracted with ethyl acetate. The extract was washed with brine, dried over anhydrous magnesium sulfate and concentrated under reduced pressure to give 6-benzyloxy-3-chlo... The reactants are FC1=CC=C(C=C1)C=1N=C2SCCN2C1 (6-(4-Fluorophenyl)-2,3-dihydroimidazo[2,1-b]thiazole), N1=CC=CC=C1 (pyridine), [OH-].[K+] (potassium hydroxide), C(C(C)C)OC(=O)Cl (isobutylchloroformate), ClC(=O)OCC(C)C (isobutyl chloroformate), N1=CC=CC=C1 (pyridine). The solvent is C(C)(=O)OCC.CCCCCC.CO (ethyl acetate hexane methanol), O (water), C(Cl)Cl (methylene chloride), C(Cl)Cl (methylene chloride). Run at time 1 hour. The product is 16.0, C(C(C)C)OC(=O)N1C=CC(C=C1)C1=C(N=C2SCCN21)C2=CC=C(C=C2)F (5-(N-isobutyloxycarbonyl-1,4-dihydro-4-pyridyl)-6-[4-fluoro-phenyl)-2,3-dihydroimidazo[2,1-b]thia zole). The yield is 85.0%. As a reaction SMILES: [F:1][C:2]1[CH:7]=[CH:6][C:5]([C:8]2[N:9]=[C:10]3[N:14]([CH:15]=2)[CH2:13][CH2:12][S:11]3)=[CH:4][CH:3]=1.[N:16]1[CH:21]=[CH:20][CH:19]=[CH:18][CH:17]=1.[OH-].[K+].[CH2:24]([O:28][C:29](Cl)=[O:30])[CH:25]([CH3:27])[CH3:26]>C(Cl)Cl.O.C(OCC)(=O)C.CCCCCC.CO>[CH2:24]([O:28][C:29]([N:16]1[CH:21]=[CH:20][CH:19]([C:15]2[N:14]3[C:10]([S:11][CH2:12][CH2:13]3)=[N:9][C:8]=2[C:5]2[CH:4]=[CH:3][C:2]([F:1])=[CH:7][CH:6]=2)[CH:18]=[CH:17]1)=[O:30])[CH:25]([CH3:27])[CH3:26] |f:2.3,7.8.9|. Reported procedure: 6-(4-Fluorophenyl)-2,3-dihydroimidazo[2,1-b]thiazole (10.0 g, 0.0456 mol) and 11 ml (0.136 mol) of pyridine (previously stirred over potassium hydroxide) were dissolved in 150 ml of methylene chloride. To this cooled solution (10°) was added 17.75 g (0.13 mol) of isobutylchloroformate in 20 ml of methylene chloride under a nitrogen atmosphere. During the addition, the reaction pot temperature was not allowed to rise past 10°. After the addition, the reddish-colored solution was stirred at ambien...